Dataset: the Open Reaction Database (ORD), a public repository of structured organic reaction records. Task: describe an organic reaction: reactants, conditions, products, and yield Starting materials: NC1=C(C=CC(=C1)N1CCOCC1)O (2-amino-4-morpholin-4-yl-phenol), COC1=CC=C(C2=C1N=C(S2)NC(C2=CC=CC=C2)=O)N2CCOCC2 (N-(4-methoxy-7-morpholin-4-yl-benzothiazol-2-yl)-benzamide). Yields the product OC1=CC=C(C2=C1N=C(S2)NC(C2=CC=CC=C2)=O)N2CCOCC2 (N-(4-Hydroxy-7-morpholin-4-yl-benzothiazol-2-yl)-benzamide). RXN SMILES: NC1C=C(N2CCOCC2)C=CC=1O.C[O:16][C:17]1[C:22]2[N:23]=[C:24]([NH:26][C:27](=[O:34])[C:28]3[CH:33]=[CH:32][CH:31]=[CH:30][CH:29]=3)[S:25][C:21]=2[C:20]([N:35]2[CH2:40][CH2:39][O:38][CH2:37][CH2:36]2)=[CH:19][CH:18]=1>>[OH:16][C:17]1[C:22]2[N:23]=[C:24]([NH:26][C:27](=[O:34])[C:28]3[CH:29]=[CH:30][CH:31]=[CH:32][CH:33]=3)[S:25][C:21]=2[C:20]([N:35]2[CH2:36][CH2:37][O:38][CH2:39][CH2:40]2)=[CH:19][CH:18]=1. Reported procedure: The title compound was prepared using 2-amino-4-morpholin-4-yl-phenol as described for N-(4-methoxy-7-morpholin-4-yl-benzothiazol-2-yl)-benzamide and obtained as a light brown solid in 14% overall yield, MS: m/e=356(M+H+). Reactants: CCOC(C)=O, CCO, O=[N+]([O-])c1cccc2c1CCC2. The product is Nc1cccc2c1CCC2. As a reaction SMILES: [CH3:13][CH2:14][O:15][C:16](=[O:17])[CH3:18].[CH3:19][CH2:20][OH:21].[N+:1]([O-:2])(=[O:3])[c:4]1[c:5]2[c:9]([cH:10][cH:11][cH:12]1)[CH2:8][CH2:7][CH2:6]2>>[NH2:1][c:4]1[c:5]2[c:9]([cH:10][cH:11][cH:12]1)[CH2:8][CH2:7][CH2:6]2. Starting materials: BrC=1C=CC=C2CCC(C12)O (7-bromoindan-1-ol), ClCCl (dichloromethane), [Cr](=O)(=O)([O-])Cl.[NH+]1=CC=CC=C1 (pyridinium chlorochromate). Reaction conditions: time 5 hour. Yields the product BrC=1C=CC=C2CCC(C12)=O (7-bromoindan-1-one). RXN SMILES: [Br:1][C:2]1[CH:3]=[CH:4][CH:5]=[C:6]2[C:10]=1[CH:9]([OH:11])[CH2:8][CH2:7]2.ClCCl.[Cr](Cl)([O-])(=O)=O.[NH+]1C=CC=CC=1>>[Br:1][C:2]1[CH:3]=[CH:4][CH:5]=[C:6]2[C:10]=1[C:9](=[O:11])[CH2:8][CH2:7]2 |f:2.3|. Procedure: To a solution of 37.9 g (177 mmol) of 7-bromoindan-1-ol in 3500 ml of dichloromethane 194 g (900 mmol) of pyridinium chlorochromate was added. The resulting mixture was stirred at room temperature for 5 h, then passed through a silica gel pad (500 ml), and the elute was evaporated to dryness. Yield 27.6 g (74%) of a white crystalline solid. Anal. Calc for C9H7BrO: C, 51.22; H, 3.34. Found: C, 51.35; H, 3.41. 1H NMR (CDCl3): δ 7.51 (m, 1H, 6-H); 7.36-7.42 (m, 2H, 4,5-H); 3.09 (m, 2H, 3,3′-H); 2.7... Reactants: COC(=O)C=1N=C(NC1C1=CC=C(C=C1)F)S(=O)(=O)C (5-(4-Fluoro-phenyl)-2-methanesulfonyl-1H-imidazole-4-carboxylic acid methyl ester), [Li+].[OH-] (LiOH). Solvent: C1CCOC1 (THF), O (water). The product is COC(=O)C=1NC(NC1C1=CC=C(C=C1)F)=S (5-(4-Fluoro-phenyl)-2-thioxo-2,3-dihydro-1H-imidazole-4-carboxylic acid methyl ester). Yield: 107.5%. RXN SMILES: [CH3:1][O:2][C:3]([C:5]1[N:6]=[C:7]([S:17](C)(=O)=O)[NH:8][C:9]=1[C:10]1[CH:15]=[CH:14][C:13]([F:16])=[CH:12][CH:11]=1)=[O:4].[Li+].[OH-]>C1COCC1.O>[CH3:1][O:2][C:3]([C:5]1[NH:6][C:7](=[S:17])[NH:8][C:9]=1[C:10]1[CH:15]=[CH:14][C:13]([F:16])=[CH:12][CH:11]=1)=[O:4] |f:1.2|. Procedure: The sulfone 10 (19.8 g, 66.4 mmol) was treated with a mixture of LiOH (4.8 g, 200 mmol) in THF (240 mL) and water (80 mL) at 85° C. for 3 h. The resulting mixture was cooled to rt and then concentrated under reduced pressure. The aqueous solution was diluted with water (150 mL) and extracted with ethyl acetate (50 mL×2, discarded). The aqueous solution was acidified with 1N HCl aq. to pH 1 and then extracted with ethyl acetate (150 mL×3). The combined extracts were washed with brine (50 mL×2), d... The reactants are CC(=O)O, O=N[O-], C#CCn1c(=O)cc(N)n(CC)c1=O, [Na+]. Product: C#CCn1c(=O)c(N=O)c(N)n(CC)c1=O. RXN SMILES: [CH3:19][C:20](=[O:21])[OH:22].[N:15](=[O:16])[O-:17].[NH2:1][c:2]1[cH:3][c:4](=[O:14])[n:5]([CH2:11][C:12]#[CH:13])[c:6](=[O:10])[n:7]1[CH2:8][CH3:9].[Na+:18]>>[NH2:1][c:2]1[c:3]([N:15]=[O:16])[c:4](=[O:14])[n:5]([CH2:11][C:12]#[CH:13])[c:6](=[O:10])[n:7]1[CH2:8][CH3:9].